From a dataset of the Open Reaction Database (ORD), a public repository of structured organic reaction records. describe an organic reaction: reactants, conditions, products, and yield Starting materials: BrC(C)CCCC(C)C (2-bromo-6-methyl-heptane), C(C)N(C(C1=CC(OC)=C(O)C=C1)=O)CC (vanillic acid N,N-diethyl amide). Product: CC(CCCC(C)C)OC1=C(C=C(C(=O)N(CC)CC)C=C1)OC (p-[(1,5-dimethyl-hexyl)-oxy]-m-methoxy-N,N-diethyl-benzamide). RXN SMILES: Br[CH:2]([CH2:4][CH2:5][CH2:6][CH:7]([CH3:9])[CH3:8])[CH3:3].[CH2:10]([N:12]([CH2:24][CH3:25])[C:13](=[O:23])[C:14]1[CH:22]=[CH:21][C:19]([OH:20])=[C:16]([O:17][CH3:18])[CH:15]=1)[CH3:11]>>[CH3:3][CH:2]([O:20][C:19]1[CH:21]=[CH:22][C:14]([C:13]([N:12]([CH2:24][CH3:25])[CH2:10][CH3:11])=[O:23])=[CH:15][C:16]=1[O:17][CH3:18])[CH2:4][CH2:5][CH2:6][CH:7]([CH3:9])[CH3:8]. Procedure details: 2-bromo-6-methyl-heptane was reacted with vanillic acid N,N-diethyl amide to obtain p-[(1,5-dimethyl-hexyl)-oxy]-m-methoxy-N,N-diethyl-benzamide (boiling point = 180°-182°C/0.1 mmHg); Reactants: Stannous chloride dihydrate, ClC1=C(C#N)C=C(C=C1)[N+](=O)[O-] (2-Chloro-5-nitrobenzonitrile), [OH-].[Na+] (sodium hydroxide). Run in C(C)O (ethanol). Run at temperature 70 celsius, time 30 minute. The product is C(#N)C=1C=C(N)C=CC1Cl (3-Cyano-4-chloroaniline). Isolated yield 50.7%. Reaction SMILES: [Cl:1][C:2]1[CH:9]=[CH:8][C:7]([N+:10]([O-])=O)=[CH:6][C:3]=1[C:4]#[N:5].[OH-].[Na+]>C(O)C>[C:4]([C:3]1[CH:6]=[C:7]([CH:8]=[CH:9][C:2]=1[Cl:1])[NH2:10])#[N:5] |f:1.2|. Procedure details: 2-Chloro-5-nitrobenzonitrile (25 g, 137 mmol) was dissolved in ethanol (275 mL). Stannous chloride dihydrate (154.5 g, 0.685 M) was added and the mixture stirred at 70° C. for 30 min. The mixture was then cooled to room temperature and poured into crushed ice. The mixture was made basic with solid sodium hydroxide. This mixture was extracted with ethyl acetate (3×100 mL). The extracts were combined, washed with brine, dried (MgSO4), concentrated and the residue dried under vacuum and recrystalli... Reactants: NC1=C(C#N)C=C(C(=N1)C=1OC=CC1)Br (2-Amino-5-bromo-6-(2-furyl)nicotinonitrile), C(#N)C1=CC=C(C=C1)OB(O)O (4-cyanophenylboric acid), dichlorobis(acetonitrile) palladium (II), C([O-])([O-])=O.[K+].[K+] (potassium carbonate). Run in CN(C=O)C (N,N-dimethylformamide), C(C)(=O)OCC (ethyl acetate), O (water). Product: NC1=C(C#N)C=C(C(=N1)C=1OC=CC1)C1=CC=C(C=C1)C#N (2-Amino-5-(4-cyanophenyl)-6-(2-furyl)nicotinonitrile). Yield: 15.4%. As a reaction SMILES: [NH2:1][C:2]1[N:9]=[C:8]([C:10]2[O:11][CH:12]=[CH:13][CH:14]=2)[C:7](Br)=[CH:6][C:3]=1[C:4]#[N:5].[C:16]([C:18]1[CH:23]=[CH:22][C:21](OB(O)O)=[CH:20][CH:19]=1)#[N:17].C(=O)([O-])[O-].[K+].[K+]>CN(C)C=O.C(OCC)(=O)C.O>[NH2:1][C:2]1[N:9]=[C:8]([C:10]2[O:11][CH:12]=[CH:13][CH:14]=2)[C:7]([C:21]2[CH:22]=[CH:23][C:18]([C:16]#[N:17])=[CH:19][CH:20]=2)=[CH:6][C:3]=1[C:4]#[N:5] |f:2.3.4|. Procedure: 2-Amino-5-bromo-6-(2-furyl)nicotinonitrile (20 mg, 75.7 μmol), 4-cyanophenylboric acid (30 mg, 204 μmol), dichlorobis(acetonitrile) palladium (II) (2 mg, 7.71 μmol), and a solution of 2 M aqueous potassium carbonate (150 μL, 300 μmol) in N,N-dimethylformamide (0.6 mL) was stirred at 80° C. for 14 hours. After cooling as it was, the reaction solution was diluted with ethyl acetate and water. After filtering off the insoluble matters, the organic layer in the filtrate was concentrated. A half of t... The reactants are C(C)OC(=O)C1=C(N=C(S1)Br)CN(CC(=O)OCC)CC1=C(C=C(C=C1)OC)OC (2-bromo-4-{[(2,4-dimethoxy-benzyl)-ethoxycarbonylmethyl-amino]-methyl}-thiazole-5-carboxylic acid ethy ester), O1CCC2=C1C=CC(=C2)B(O)O (2,3-dihydro-1-benzofuran-5-yl-boronic acid). The product is C(C)OC(=O)C1=C(N=C(S1)C=1C=CC2=C(CCO2)C1)CN(CC(=O)OCC)CC1=C(C=C(C=C1)OC)OC (2-(2,3-Dihydro-benzofuran-5-yl)-4-{[(2,4-dimethoxy-benzyl)-ethoxycarbonylmethyl-amino]-methyl}-thiazole-5-carboxylic acid ethyl ester). RXN SMILES: [CH2:1]([O:3][C:4]([C:6]1[S:10][C:9](Br)=[N:8][C:7]=1[CH2:12][N:13]([CH2:20][C:21]1[CH:26]=[CH:25][C:24]([O:27][CH3:28])=[CH:23][C:22]=1[O:29][CH3:30])[CH2:14][C:15]([O:17][CH2:18][CH3:19])=[O:16])=[O:5])[CH3:2].[O:31]1[C:35]2[CH:36]=[CH:37][C:38](B(O)O)=[CH:39][C:34]=2[CH2:33][CH2:32]1>>[CH2:1]([O:3][C:4]([C:6]1[S:10][C:9]([C:38]2[CH:37]=[CH:36][C:35]3[O:31][CH2:32][CH2:33][C:34]=3[CH:39]=2)=[N:8][C:7]=1[CH2:12][N:13]([CH2:20][C:21]1[CH:26]=[CH:25][C:24]([O:27][CH3:28])=[CH:23][C:22]=1[O:29][CH3:30])[CH2:14][C:15]([O:17][CH2:18][CH3:19])=[O:16])=[O:5])[CH3:2]. Reported procedure: Prepared from 2-bromo-4-{[(2,4-dimethoxy-benzyl)-ethoxycarbonylmethyl-amino]-methyl}-thiazole-5-carboxylic acid ethy ester, example 81(b), and 2,3-dihydro-1-benzofuran-5-yl-boronic acid under conditions analogous to experimental example 81(c). MS: (+) m/z 541.4 (M+1). The reactants are CC(COC[C@@H]1[C@@H]2[C@@H]([C@H]([C@H](O1)O[C@@H]3[C@H](O[C@@H]([C@@H]([C@H]3O)O)O[C@@H]4[C@H](O[C@@H]([C@@H]([C@H]4O)O)O[C@@H]5[C@H](O[C@@H]([C@@H]([C@H]5O)O)O[C@@H]6[C@H](O[C@@H]([C@@H]([C@H]6O)O)O[C@@H]7[C@H](O[C@@H]([C@@H]([C@H]7O)O)O[C@@H]8[C@H](O[C@H](O2)[C@@H]([C@H]8O)O)COCC(C)O)COCC(C)O)COCC(C)O)COCC(C)O)COCC(C)O)COCC(C)O)O)O)O (hydroxypropyl-β-cyclodextrin), O1C=CC=C1 (furan). Conditions: time 3 minute. The product is O1C=CC=C1.CC(COC[C@@H]1[C@@H]2[C@@H]([C@H]([C@H](O1)O[C@@H]3[C@H](O[C@@H]([C@@H]([C@H]3O)O)O[C@@H]4[C@H](O[C@@H]([C@@H]([C@H]4O)O)O[C@@H]5[C@H](O[C@@H]([C@@H]([C@H]5O)O)O[C@@H]6[C@H](O[C@@H]([C@@H]([C@H]6O)O)O[C@@H]7[C@H](O[C@@H]([C@@H]([C@H]7O)O)O[C@@H]8[C@H](O[C@H](O2)[C@@H]([C@H]8O)O)COCC(C)O)COCC(C)O)COCC(C)O)COCC(C)O)COCC(C)O)COCC(C)O)O)O)O (Furan hydroxypropyl-β-cyclodextrin). Reaction SMILES: [CH3:1][CH:2]([OH:105])[CH2:3][O:4][CH2:5][C@H:6]1[O:11][C@@H:10]2[O:12][C@H:13]3[C@H:18]([OH:19])[C@@H:17]([OH:20])[C@@H:16]([O:21][C@H:22]4[C@H:27]([OH:28])[C@@H:26]([OH:29])[C@@H:25]([O:30][C@H:31]5[C@H:36]([OH:37])[C@@H:35]([OH:38])[C@@H:34]([O:39][C@H:40]6[C@H:45]([OH:46])[C@@H:44]([OH:47])[C@@H:43]([O:48][C@H:49]7[C@H:54]([OH:55])[C@@H:53]([OH:56])[C@@H:52]([O:57][C@H:58]8[C@H:64]([OH:65])[C@@H:63]([OH:66])[C@@H:61]([O:62][C@H:7]1[C@H:8]([OH:104])[C@H:9]2[OH:103])[O:60][C@@H:59]8[CH2:67][O:68][CH2:69][CH:70]([OH:72])[CH3:71])[O:51][C@@H:50]7[CH2:73][O:74][CH2:75][CH:76]([OH:78])[CH3:77])[O:42][C@@H:41]6[CH2:79][O:80][CH2:81][CH:82]([OH:84])[CH3:83])[O:33][C@@H:32]5[CH2:85][O:86][CH2:87][CH:88]([OH:90])[CH3:89])[O:24][C@@H:23]4[CH2:91][O:92][CH2:93][CH:94]([OH:96])[CH3:95])[O:15][C@@H:14]3[CH2:97][O:98][CH2:99][CH:100]([OH:102])[CH3:101].O1C=CC=C1>>[O:98]1[CH:97]=[CH:101][CH:100]=[CH:99]1.[CH3:71][CH:70]([OH:72])[CH2:69][O:68][CH2:67][C@H:59]1[O:60][C@@H:61]2[O:62][C@H:7]3[C@H:8]([OH:104])[C@@H:9]([OH:103])[C@@H:10]([O:12][C@H:13]4[C@H:18]([OH:19])[C@@H:17]([OH:20])[C@@H:16]([O:21][C@H:22]5[C@H:27]([OH:28])[C@@H:26]([OH:29])[C@@H:25]([O:30][C@H:31]6[C@H:36]([OH:37])[C@@H:35]([OH:38])[C@@H:34]([O:39][C@H:40]7[C@H:45]([OH:46])[C@@H:44]([OH:47])[C@@H:43]([O:48][C@H:49]8[C@H:54]([OH:55])[C@@H:53]([OH:56])[C@@H:52]([O:57][C@H:58]1[C@H:64]([OH:65])[C@H:63]2[OH:66])[O:51][C@@H:50]8[CH2:73][O:74][CH2:75][CH:76]([OH:78])[CH3:77])[O:42][C@@H:41]7[CH2:79][O:80][CH2:81][CH:82]([OH:84])[CH3:83])[O:33][C@@H:32]6[CH2:85][O:86][CH2:87][CH:88]([OH:90])[CH3:89])[O:24][C@@H:23]5[CH2:91][O:92][CH2:93][CH:94]([OH:96])[CH3:95])[O:15][C@@H:14]4[CH2:97][O:98][CH2:99][CH:100]([OH:102])[CH3:101])[O:11][C@@H:6]3[CH2:5][O:4][CH2:3][CH:2]([OH:105])[CH3:1] |f:2.3|. Procedure: 15 ml of 20% hydroxypropyl-β-cyclodextrin solution were mixed with 2 ml of furan at 10° C., ultrasounded for 3 minutes in the ultrasonic bath and then incubated for 26 hours. The resulting complex remained partly in solution and partly precipitated as a white deposit. Starting materials: CC(C)(C)[O-], CC(C)(C)OC(=O)N1CCC(c2nc(C=O)cs2)CC1, [Cl-], [Cl-], [K+], [NH4+], C1CCOC1, c1ccc([P+](Cc2cccc3ccccc23)(c2ccccc2)c2ccccc2)cc1. Yields the product CC(C)(C)OC(=O)N1CCC(c2nc(C=Cc3cccc4ccccc34)cs2)CC1. As a reaction SMILES: [CH3:32][C:33]([CH3:34])([O-:35])[CH3:36].[CH:38](=[O:39])[c:40]1[n:41][c:42]([CH:45]2[CH2:46][CH2:47][N:48]([C:51](=[O:52])[O:53][C:54]([CH3:55])([CH3:56])[CH3:57])[CH2:49][CH2:50]2)[s:43][cH:44]1.[Cl-:1].[Cl-:58].[K+:37].[NH4+:59].[O:60]1[CH2:61][CH2:62][CH2:63][CH2:64]1.[c:2]1([CH2:12][P+:13]([c:14]2[cH:15][cH:16][cH:17][cH:18][cH:19]2)([c:20]2[cH:21][cH:22][cH:23][cH:24][cH:25]2)[c:26]2[cH:27][cH:28][cH:29][cH:30][cH:31]2)[cH:3][cH:4][cH:5][c:6]2[cH:7][cH:8][cH:9][cH:10][c:11]12>>[c:2]1([CH:12]=[CH:38][c:40]2[n:41][c:42]([CH:45]3[CH2:46][CH2:47][N:48]([C:51](=[O:52])[O:53][C:54]([CH3:55])([CH3:56])[CH3:57])[CH2:49][CH2:50]3)[s:43][cH:44]2)[cH:3][cH:4][cH:5][c:6]2[cH:7][cH:8][cH:9][cH:10][c:11]12. Solvent: C(C)(=O)OCC (ethyl acetate). Reactants: FC=1C=C(C=CC1[N+](=O)[O-])O (3-fluoro-4-nitrophenol), CC=1C=C(N)C=C(C1)C (3,5-dimethylaniline). Conditions: temperature 120 celsius, time 6 hour. Yields the product CC=1C=C(C=C(C1)C)NC=1C=C(C=CC1[N+](=O)[O-])O (3-(3,5-Dimethylphenyl)amino-4-nitrophenol). RXN SMILES: F[C:2]1[CH:3]=[C:4]([OH:11])[CH:5]=[CH:6][C:7]=1[N+:8]([O-:10])=[O:9].[CH3:12][C:13]1[CH:14]=[C:15]([CH:17]=[C:18]([CH3:20])[CH:19]=1)[NH2:16]>C(OCC)(=O)C>[CH3:12][C:13]1[CH:14]=[C:15]([NH:16][C:2]2[CH:3]=[C:4]([OH:11])[CH:5]=[CH:6][C:7]=2[N+:8]([O-:10])=[O:9])[CH:17]=[C:18]([CH3:20])[CH:19]=1. Reported procedure: 5.4 g of 3-fluoro-4-nitrophenol and 4.3 ml of 3,5-dimethylaniline were mixed and stirred for 6 hours at 120° C. After cooling, it was taken up in ethyl acetate and water and extracted three times with 1N aqueous hydrochloric acid. The combined aqueous phases were extracted three times with ethyl acetate. The combined organic phases were dried on sodium sulfate, concentrated by evaporation in a vacuum, and the residue was crystallized. Reactants: COC=1C(=NC=CC1C)[N+](=O)[O-] (3-methoxy-4-methyl-2-nitropyridine), COC=1C(=NC=CC1C)[N+](=O)[O-] (3-Methoxy-4-methyl-2-nitropyridine). The reagents and catalysts are [Pd] (Pd/C). Solvent: CO (methanol). Reaction conditions: time 2 hour. Product: NC1=NC=CC(=C1OC)C (2-Amino-3-methoxy-4-methylpyridine). The yield is 103.4%. As a reaction SMILES: [CH3:1][O:2][C:3]1[C:4]([N+:10]([O-])=O)=[N:5][CH:6]=[CH:7][C:8]=1[CH3:9]>CO.[Pd]>[NH2:10][C:4]1[C:3]([O:2][CH3:1])=[C:8]([CH3:9])[CH:7]=[CH:6][N:5]=1. Procedure: The 3-methoxy-4-methyl-2-nitropyridine (1 g) obtained in (A) was dissolved in methanol (50 ml), added with 5% Pd/C (200 mg), and stirred at a pressure of 40 psi for 2 hours under hydrogen atmosphere. After the catalyst was removed by filtration, the solvent was evaporated under reduced pressure to obtain the title compound (850 mg) as yellow oil. The reactants are ClC1=NC=CC(=C1)C#CC=1N=C(NC1)C (2-chloro-4-(2-methyl-1H-imidazol-4-ylethynyl)-pyridine), FC=1C=C(C=C(C1)F)B(O)O (3,5-difluorobenzene boronic acid). Product: ClC1=NC=CC(=C1)C#CC=1N=C(N(C1)C1=CC(=CC(=C1)F)F)C (2-Chloro-4-[1-(3,5-difluoro-phenyl)-2-methyl-1H-imidazol-4-ylethynyl]-pyridine). Reaction SMILES: [Cl:1][C:2]1[CH:7]=[C:6]([C:8]#[C:9][C:10]2[N:11]=[C:12]([CH3:15])[NH:13][CH:14]=2)[CH:5]=[CH:4][N:3]=1.[F:16][C:17]1[CH:18]=[C:19](B(O)O)[CH:20]=[C:21]([F:23])[CH:22]=1>>[Cl:1][C:2]1[CH:7]=[C:6]([C:8]#[C:9][C:10]2[N:11]=[C:12]([CH3:15])[N:13]([C:19]3[CH:18]=[C:17]([F:16])[CH:22]=[C:21]([F:23])[CH:20]=3)[CH:14]=2)[CH:5]=[CH:4][N:3]=1. Procedure: The title compound, MS: m/e=330.3 (M+H+), was prepared in accordance with the general method of example 7 from 2-chloro-4-(2-methyl-1H-imidazol-4-ylethynyl)-pyridine and 3,5-difluorobenzene boronic acid. The reactants are CS(=O)(=O)OC1=CC(=CC=C1)CCOC1=CC=C(C=C1)C=O (3-[2-(4-formylphenoxy)ethyl]phenyl methanesulfonate), S1C(NC(C1)=O)=O (2,4-thiazolidinedione), N1CCCCC1 (piperidine), C(C)(=O)O (acetic acid). The solvent is C1(=CC=CC=C1)C (toluene), O (water). Yields the product CS(=O)(=O)OC=1C=C(C=CC1)CCOC1=CC=C(C=C2C(NC(S2)=O)=O)C=C1 (5-(4-[2-(3-methanesulfonyloxyphenyl)ethoxy]benzylidene)thiazolidine-2,4-dione). The yield is 51.7%. RXN SMILES: [CH3:1][S:2]([O:5][C:6]1[CH:11]=[CH:10][CH:9]=[C:8]([CH2:12][CH2:13][O:14][C:15]2[CH:20]=[CH:19][C:18]([CH:21]=O)=[CH:17][CH:16]=2)[CH:7]=1)(=[O:4])=[O:3].[S:23]1[CH2:27][C:26](=[O:28])[NH:25][C:24]1=[O:29].N1CCCCC1.C(O)(=O)C>C1(C)C=CC=CC=1.O>[CH3:1][S:2]([O:5][C:6]1[CH:7]=[C:8]([CH2:12][CH2:13][O:14][C:15]2[CH:16]=[CH:17][C:18]([CH:21]=[C:27]3[S:23][C:24](=[O:29])[NH:25][C:26]3=[O:28])=[CH:19][CH:20]=2)[CH:9]=[CH:10][CH:11]=1)(=[O:3])=[O:4]. Reported procedure: 5.31 g (16.6 mmole) 3-[2-(4-formylphenoxy)ethyl]phenyl methanesulfonate, 2.13 g (18.2 mmole) 2,4-thiazolidinedione, 0.5 ml piperidine and 0.5 ml acetic acid in 300 ml toluene were refluxed with water separation in a Dean-Stark apparatus for 4 hours. The solvent was evaporated, acetic acid was added and the mixture was heated. The formed precipitate was filtered off and washed with diethyl ether to give 3.6 g (yield 51%) of 5-(4-[2-(3-methanesulfonyloxyphenyl)ethoxy]benzylidene)thiazolidine-2,4-d...